Task: describe an organic reaction: reactants, conditions, products, and yield. Dataset: the Open Reaction Database (ORD), a public repository of structured organic reaction records Starting materials: COc1cc2ccccc2nc1Br, Br, COc1cc2ccccc2nc1[Sn](C)(C)C, Cc1ccccc1, [Sn]. Product: COc1cc2ccccc2nc1-c1nc2ccccc2cc1OC. As a reaction SMILES: [Br:17][c:18]1[n:19][c:20]2[cH:21][cH:22][cH:23][cH:24][c:25]2[cH:26][c:27]1[O:28][CH3:29].[Br:31].[CH3:1][Sn:2]([c:3]1[n:4][c:5]2[cH:6][cH:7][cH:8][cH:9][c:10]2[cH:11][c:12]1[O:13][CH3:14])([CH3:15])[CH3:16].[CH3:32][c:33]1[cH:34][cH:35][cH:36][cH:37][cH:38]1.[Sn:30]>>[c:3]1(-[c:18]2[n:19][c:20]3[cH:21][cH:22][cH:23][cH:24][c:25]3[cH:26][c:27]2[O:28][CH3:29])[n:4][c:5]2[cH:6][cH:7][cH:8][cH:9][c:10]2[cH:11][c:12]1[O:13][CH3:14]. Reactants: Cc1nc(S)sc1C, CON=C(C(=O)NC1C(=O)N2C(C(=O)OC(c3ccccc3)c3ccccc3)=C(OS(=O)(=O)C(F)(F)F)CCC12)c1nc(N)sc1Cl. Product: CON=C(C(=O)NC1C(=O)N2C(C(=O)OC(c3ccccc3)c3ccccc3)=C(Sc3nc(C)c(C)s3)CCC12)c1nc(N)sc1Cl. Reaction SMILES: [CH3:48][c:49]1[n:50][c:51]([SH:55])[s:52][c:53]1[CH3:54].[CH:1]([c:2]1[cH:3][cH:4][cH:5][cH:6][cH:7]1)([c:8]1[cH:9][cH:10][cH:11][cH:12][cH:13]1)[O:14][C:15](=[O:16])[C:17]1=[C:24]([O:25][S:26]([C:27]([F:28])([F:29])[F:30])(=[O:31])=[O:32])[CH2:23][CH2:22][CH:21]2[N:18]1[C:19](=[O:47])[CH:20]2[NH:33][C:34]([C:35](=[N:36][O:37][CH3:38])[c:39]1[n:40][c:41]([NH2:45])[s:42][c:43]1[Cl:44])=[O:46]>>[CH:1]([c:2]1[cH:3][cH:4][cH:5][cH:6][cH:7]1)([c:8]1[cH:9][cH:10][cH:11][cH:12][cH:13]1)[O:14][C:15](=[O:16])[C:17]1=[C:24]([S:55][c:51]2[n:50][c:49]([CH3:48])[c:53]([CH3:54])[s:52]2)[CH2:23][CH2:22][CH:21]2[N:18]1[C:19](=[O:47])[CH:20]2[NH:33][C:34]([C:35](=[N:36][O:37][CH3:38])[c:39]1[n:40][c:41]([NH2:45])[s:42][c:43]1[Cl:44])=[O:46].